describe an organic reaction: reactants, conditions, products, and yield From a dataset of the Open Reaction Database (ORD), a public repository of structured organic reaction records. Starting materials: C1CCOC1, O=C(O)C(O)CC1CCCCC1. Yields the product OCC(O)CC1CCCCC1. RXN SMILES: [CH2:13]1[O:14][CH2:15][CH2:16][CH2:17]1.[CH:1]1([CH2:7][CH:8]([C:9](=[O:10])[OH:11])[OH:12])[CH2:2][CH2:3][CH2:4][CH2:5][CH2:6]1>>[CH:1]1([CH2:7][CH:8]([CH2:9][OH:10])[OH:12])[CH2:2][CH2:3][CH2:4][CH2:5][CH2:6]1.